From a dataset of the Open Reaction Database (ORD), a public repository of structured organic reaction records. describe an organic reaction: reactants, conditions, products, and yield Reactants: [OH-].[Na+] (NaOH), ClCC(=O)Cl (chloroacetyl chloride), Cl.ClC1=CC=C(C(CN)=O)C=C1 (4-chlorophenacylamine hydrochloride). Run in C1=CC=CC=C1 (benzene), O (water), C1=CC=CC=C1 (benzene). Yields the product ClC1=CC=C(C(CNC(CCl)=O)=O)C=C1 (N-(4-chlorophenacyl) chloroacetamide). Isolated yield 57.3%. As a reaction SMILES: Cl.[Cl:2][C:3]1[CH:12]=[CH:11][C:6]([C:7](=[O:10])[CH2:8][NH2:9])=[CH:5][CH:4]=1.[OH-].[Na+].[Cl:15][CH2:16][C:17](Cl)=[O:18]>C1C=CC=CC=1.O>[Cl:2][C:3]1[CH:4]=[CH:5][C:6]([C:7](=[O:10])[CH2:8][NH:9][C:17](=[O:18])[CH2:16][Cl:15])=[CH:11][CH:12]=1 |f:0.1,2.3|. Procedure: To a well stirred suspension of 20.6 g of 4-chlorophenacylamine hydrochloride in 70 ml of benzene and 70 ml of water which was cooled to below 7° C were added simultaneously 110 ml of 2N NaOH solution and 12.4 g of chloroacetyl chloride dissolved in 30 ml of benzene. After the addition was complete, the reaction mixture was warmed to room temperature and stirred at room temperature for 3 hours. At the end of this period, the formed precipitate was filtered, and the benzene layer was separated. T... The reactants are NC1=NC=NC(=C1)S (4-amino-6-mercaptopyrimidine), [OH-].[Na+] (sodium hydroxide), C(C)O.O (ethanol water), C1(=CC=C(C=C1)S(=O)(=O)[O-])C (p-toluene sulphonate). Reaction conditions: temperature 60 celsius. Yields the product NC1=NC=NC(=C1)SCCOC (4-amino-6-β-methoxyethylthio-pyrimidine). Isolated yield 80.0%. RXN SMILES: [OH-].[Na+].[NH2:3][C:4]1[CH:9]=[C:8]([SH:10])[N:7]=[CH:6][N:5]=1.[C:11]1([CH3:21])C=CC(S([O-])(=O)=O)=CC=1.[CH2:22]([OH:24])C.O>>[NH2:3][C:4]1[CH:9]=[C:8]([S:10][CH2:21][CH2:11][O:24][CH3:22])[N:7]=[CH:6][N:5]=1 |f:0.1,4.5|. Procedure: 20 g of sodium hydroxide (0.5 mol) are dissolved in 500 ml of ethanol/water at 1:1. 63.5 g of 4-amino-6-mercaptopyrimidine (0.5 mol) are added to the solution and the temperature of the solution is brought to 60° C. 115 g of p-toluene sulphonate of β-methoxyethyl (0.5 mol) are added drop by drop over 30 minutes, maintaining the temperature at 60° C. with a water bath. The addition terminated, the reaction mixture is refluxed for three hours. Then the solvent is evaporated and the residue is reco...